This data is from the Open Reaction Database (ORD), a public repository of structured organic reaction records. The task is: describe an organic reaction: reactants, conditions, products, and yield The reactants are O=C([O-])O, Cc1ccc(-c2ccc(Cn3nc4c(=O)[nH]nc-4c4cccnc43)cn2)cn1, CNC1CCCCC1NC, CN(C)C=O, [Cu]I, Cc1cccc(I)c1F, [K+], [K+], [K+], [Na+], O=P([O-])([O-])[O-]. The product is Cc1ccc(-c2ccc(Cn3nc4c(=O)n(-c5cccc(C)c5F)nc-4c4cccnc43)cn2)cn1. RXN SMILES: [C:56](=[O:57])([OH:58])[O-:59].[CH3:1][c:2]1[cH:3][cH:4][c:5](-[c:8]2[n:9][cH:10][c:11]([CH2:14][n:15]3[n:16][c:17]4[c:27](=[O:28])[nH:26][n:25][c:18]-4[c:19]4[c:20]3[n:21][cH:22][cH:23][cH:24]4)[cH:12][cH:13]2)[cH:6][n:7]1.[CH3:37][NH:38][CH:39]1[CH2:40][CH2:41][CH2:42][CH2:43][CH:44]1[NH:45][CH3:46].[CH3:61][N:62]([CH3:63])[CH:64]=[O:65].[Cu:66][I:67].[F:47][c:48]1[c:49]([I:55])[cH:50][cH:51][cH:52][c:53]1[CH3:54].[K+:34].[K+:35].[K+:36].[Na+:60].[P:29]([O-:30])([O-:31])([O-:32])=[O:33]>>[CH3:1][c:2]1[cH:3][cH:4][c:5](-[c:8]2[n:9][cH:10][c:11]([CH2:14][n:15]3[n:16][c:17]4[c:27](=[O:28])[n:26](-[c:49]5[c:48]([F:47])[c:53]([CH3:54])[cH:52][cH:51][cH:50]5)[n:25][c:18]-4[c:19]4[c:20]3[n:21][cH:22][cH:23][cH:24]4)[cH:12][cH:13]2)[cH:6][n:7]1. Starting materials: [C]=O.[H][H] (carbon monoxide hydrogen), CC(CO)CO (2-methyl-1,3-propanediol), C(=O)C=C (acrolein). Solvent: O1CCCC1 (tetrahydrofuran). The product is C(=C)C1OCC(CO1)C (2-vinyl-5-methyl-1,3-dioxane). As a reaction SMILES: [C]=O.[H][H].[CH3:5][CH:6]([CH2:9][OH:10])[CH2:7][OH:8].[CH:11]([CH:13]=[CH2:14])=O>O1CCCC1>[CH:13]([CH:14]1[O:10][CH2:9][CH:6]([CH3:5])[CH2:7][O:8]1)=[CH2:11] |f:0.1,^3:0|. Procedure: A process for producing tetrahydrofuran which comprises (1) continuously feeding and reacting 2-methyl-1,3-propanediol and acrolein to form 2-vinyl-5-methyl-1,3-dioxane in a condensation reaction zone; (2) continuously withdrawing the 2-vinyl-5-methyl-1,3-dioxane from said condensation reaction zone and continuously feeding the 2-vinyl-5-methyl-1,3-dioxane into a hydroformylation reaction zone to produce a mixture of 2-(5-methyl-1',3'-dioxane)propionaldehyde and 3-(5'-methyl-1',3'-dioxane)propio... Starting materials: O=C1CCC(=O)N1Br, ClC(Cl)Cl, Nc1cncc(Cl)n1. Product: Nc1cnc(Br)c(Cl)n1. RXN SMILES: [Br:9][N:10]1[C:11](=[O:12])[CH2:13][CH2:14][C:15]1=[O:16].[CH:17]([Cl:18])([Cl:19])[Cl:20].[NH2:1][c:2]1[n:3][c:4]([Cl:8])[cH:5][n:6][cH:7]1>>[NH2:1][c:2]1[n:3][c:4]([Cl:8])[c:5]([Br:9])[n:6][cH:7]1. Starting materials: C(C#C)(=O)O (propiolic acid), COCCOCCO (diethylene glycol monomethyl ether), P-toluenesulphonic acid monohydrate, C1(=CC=CC=C1)C (toluene). Solvent: O (water). Yields the product C(C#C)(=O)OCCOCCOC (2-(2-methoxyethoxy)ethyl propiolate). As a reaction SMILES: [C:1]([OH:5])(=[O:4])[C:2]#[CH:3].[CH3:6][O:7][CH2:8][CH2:9][O:10][CH2:11][CH2:12]O.C1(C)C=CC=CC=1>O>[C:1]([O:5][CH2:12][CH2:11][O:10][CH2:9][CH2:8][O:7][CH3:6])(=[O:4])[C:2]#[CH:3]. Procedure: 12.3 ml (0.2 mol) of propiolic acid were boiled at reflux for 20 hours together with 23.6 ml (0.2 mol) of diethylene glycol monomethyl ether, 1.5 g (8 mmol) of P-toluenesulphonic acid monohydrate and 80 ml of toluene, with the resulting reaction water being distilled off azeotropically and being collected in a water separator. After completion of the water separation the reaction mixture was washed in succession with saturated sodium bicarbonate solution and with water. The toluene phase was dri... Starting materials: CCO, I, Nc1ccc2c(c1)OCC(=O)N2CCN1CCCC1, [Na+], O=C([O-])O, CSC(=N)c1cccs1. Yields the product N=C(Nc1ccc2c(c1)OCC(=O)N2CCN1CCCC1)c1cccs1. As a reaction SMILES: [CH3:30][CH2:31][OH:32].[IH:20].[NH2:1][c:2]1[cH:3][cH:4][c:5]2[c:6]([cH:19]1)[O:7][CH2:8][C:9](=[O:18])[N:10]2[CH2:11][CH2:12][N:13]1[CH2:14][CH2:15][CH2:16][CH2:17]1.[Na+:37].[O-:33][C:34]([OH:35])=[O:36].[s:21]1[c:22]([C:26](=[NH:27])[S:28][CH3:29])[cH:23][cH:24][cH:25]1>>[NH:1]([c:2]1[cH:3][cH:4][c:5]2[c:6]([cH:19]1)[O:7][CH2:8][C:9](=[O:18])[N:10]2[CH2:11][CH2:12][N:13]1[CH2:14][CH2:15][CH2:16][CH2:17]1)[C:26]([c:22]1[s:21][cH:25][cH:24][cH:23]1)=[NH:27].